This data is from the Open Reaction Database (ORD), a public repository of structured organic reaction records. The task is: describe an organic reaction: reactants, conditions, products, and yield The product is C1(=CC=CC=C1)C(=O)NC(=N)C1=CC=C(C=C1)NCC1=NC2=C(N1C)C=CC(=C2)[C@](C)(C(=O)N2CCCC2)NCC(=O)OCCCC ((R)-2-[4-(N-phenylcarbonylamidino)-phenylaminomethyl]-1-methyl-5-[1-(n-butyloxycarbonylmethylamino)-1-(pyrrolidinocarbonyl)-ethyl]-benzimidazole). The reactants are C1(=CC=CC=C1)C(=O)NC(=N)C1=CC=C(C=C1)NCC1=NC2=C(N1C)C=CC(=C2)[C@](C)(C(=O)N2CCCC2)NCC(=O)OCC ((R)-2-[4-(N-phenylcarbonylamidino)-phenylaminomethyl]-1-methyl-5-[1-(ethoxycarbonylmethylamino)-1-(pyrrolidinocarbonyl)-ethyl]-benzimidazole), CN1P2N(CCN(CC1)CCN2C)C (2,8,9-trimethyl-1-phospha-2,5,8,9-tetraazabicyclo[3.3.3]undecane). Reaction SMILES: [C:1]1([C:7]([NH:9][C:10]([C:12]2[CH:17]=[CH:16][C:15]([NH:18][CH2:19][C:20]3[N:24]([CH3:25])[C:23]4[CH:26]=[CH:27][C:28]([C@@:30]([NH:39][CH2:40][C:41]([O:43][CH2:44][CH3:45])=[O:42])([C:32]([N:34]5[CH2:38][CH2:37][CH2:36][CH2:35]5)=[O:33])[CH3:31])=[CH:29][C:22]=4[N:21]=3)=[CH:14][CH:13]=2)=[NH:11])=[O:8])[CH:6]=[CH:5][CH:4]=[CH:3][CH:2]=1.CN1CCN2CCN(C)P1N(C)[CH2:50][CH2:51]2>C(O)CCC>[C:1]1([C:7]([NH:9][C:10]([C:12]2[CH:17]=[CH:16][C:15]([NH:18][CH2:19][C:20]3[N:24]([CH3:25])[C:23]4[CH:26]=[CH:27][C:28]([C@@:30]([NH:39][CH2:40][C:41]([O:43][CH2:44][CH2:45][CH2:50][CH3:51])=[O:42])([C:32]([N:34]5[CH2:35][CH2:36][CH2:37][CH2:38]5)=[O:33])[CH3:31])=[CH:29][C:22]=4[N:21]=3)=[CH:14][CH:13]=2)=[NH:11])=[O:8])[CH:6]=[CH:5][CH:4]=[CH:3][CH:2]=1. Conditions: time 1 hour. Reported procedure: A solution of 0.3 g (0.53 mmol) of (R)-2-[4-(N-phenylcarbonylamidino)-phenylaminomethyl]-1-methyl-5-[1-(ethoxycarbonylmethylamino)-1-(pyrrolidinocarbonyl)-ethyl]-benzimidazole in 5 ml of n-butanol is mixed with 0.1 g (0.46 mmol) of 2,8,9-trimethyl-1-phospha-2,5,8,9-tetraazabicyclo[3.3.3]undecane and stirred for 1 hour at room temperature. The reaction mixture is purified on silica gel, eluting with ethyl acetate/ethanol/conc. ammonia (50:0.95:0.05 and 20:0.95:0.05). The uniform fractions are com... Run in C(CCC)O (n-butanol). Starting materials: ClC1=C(CN)C(=CC=C1)F (2-chloro-6-fluorobenzyl amine), FC1=C(C=CC=C1F)S(=O)(=O)Cl (2,3-difluorobenzenesulfonyl chloride), COC1=CC=C(C=N1)N (6-methoxypyridin-3-amine). Solvent: CC#N (MeCN), O1CCOCC1 (1,4-dioxane). The product is ClC1=C(CNC2=C(C=CC=C2F)S(=O)(=O)NC=2C=NC(=CC2)OC)C(=CC=C1)F (2-[(2-Chloro-6-fluorobenzyl)amino]-3-fluoro-N-(6-methoxypyridin-3-yl)benzenesulfonamide). The yield is 9.4%. RXN SMILES: F[C:2]1[C:7]([F:8])=[CH:6][CH:5]=[CH:4][C:3]=1[S:9](Cl)(=[O:11])=[O:10].[CH3:13][O:14][C:15]1[N:20]=[CH:19][C:18]([NH2:21])=[CH:17][CH:16]=1.[Cl:22][C:23]1[CH:30]=[CH:29][CH:28]=[C:27]([F:31])[C:24]=1[CH2:25][NH2:26]>O1CCOCC1.CC#N>[Cl:22][C:23]1[CH:30]=[CH:29][CH:28]=[C:27]([F:31])[C:24]=1[CH2:25][NH:26][C:2]1[C:7]([F:8])=[CH:6][CH:5]=[CH:4][C:3]=1[S:9]([NH:21][C:18]1[CH:19]=[N:20][C:15]([O:14][CH3:13])=[CH:16][CH:17]=1)(=[O:11])=[O:10]. Reported procedure: The title compound (139 mg, 0.32 mmol) was prepared in two steps from 2,3-difluorobenzenesulfonyl chloride (1.0 g, 4.7 mmol) and 6-methoxypyridin-3-amine (642 mg, 5.2 mmol) in 1,4-dioxane at 100° C.; followed by 2-chloro-6-fluorobenzyl amine (547 mg, 3.4 mmol) in MeCN (3 mL) at 180° C. in a Biotage Initiator microwave reactor using the methods of (IntB1). The reactants are CCOC(=O)CC#N, C1CCOC1, Cc1cc(C(F)(F)F)nc(S(C)(=O)=O)n1, Cl, [H-], [Na+], O. Yields the product CCOC(=O)C(C#N)c1nc(C)cc(C(F)(F)F)n1, Cl. As a reaction SMILES: [C:3](#[N:4])[CH2:5][C:6](=[O:7])[O:8][CH2:9][CH3:10].[CH2:27]1[O:28][CH2:29][CH2:30][CH2:31]1.[CH3:11][c:12]1[n:13][c:14]([S:22]([CH3:23])(=[O:24])=[O:25])[n:15][c:16]([C:18]([F:19])([F:20])[F:21])[cH:17]1.[ClH:26].[H-:1].[Na+:2].[OH2:32]>>[C:3](#[N:4])[CH:5]([C:6](=[O:7])[O:8][CH2:9][CH3:10])[c:14]1[n:13][c:12]([CH3:11])[cH:17][c:16]([C:18]([F:19])([F:20])[F:21])[n:15]1.[ClH:26]. Starting materials: solution, CCC(C)(C)[O-].[K+] (potassium tert-amylate), C1(=CC=CC=C1)C (toluene), ClCN1C(CC(C1)CCC)=O (1-(chloromethyl)-4-propylpyrrolidin-2-one), N1C=CC=C1 (Pyrrole), C1COCCOCCOCCOCCOCCO1 (18-Crown-6). The solvent is CCOCC (ether), CCOCC (ether). Run at time 15 minute. Yields the product C(CC)C1CC(N(C1)CN1C=CC=C1)=O (4-propyl-1-(1H-pyrrol-1-ylmethyl)pyrrolidin-2-one). Yield: 14.8%. RXN SMILES: C1OCCOCCOCCOCCOCCOC1.CCC([O-])(C)C.[K+].C1(C)C=CC=CC=1.[NH:33]1[CH:37]=[CH:36][CH:35]=[CH:34]1.Cl[CH2:39][N:40]1[CH2:44][CH:43]([CH2:45][CH2:46][CH3:47])[CH2:42][C:41]1=[O:48]>CCOCC>[CH2:45]([CH:43]1[CH2:44][N:40]([CH2:39][N:33]2[CH:37]=[CH:36][CH:35]=[CH:34]2)[C:41](=[O:48])[CH2:42]1)[CH2:46][CH3:47] |f:1.2|. Procedure details: 18-Crown-6 (0.158 g, 0.2 eq, 0.6 mmol) is dissolved in absolute ether (20 ml). A 1.7 M solution of potassium tert-amylate in toluene (1.93 ml, 1.1 eq, 3.28 mmol) is added dropwise in a flow of argon. The reaction mixture is stirred for 15 min at room temperature. Pyrrole (0.2 g, 1 eq, 2.98 mmol) is added. The reaction mixture is cooled to −15° C., and a solution of 1-(chloromethyl)-4-propylpyrrolidin-2-one x63 (0.603 g, 1.15 eq, 3.43 mmol) in absolute ether (5 ml) is added dropwise. The resultin... The reactants are C(C)OC(C)=O (Ethylacetate), ClC1=C(C(=O)C2=CC(=C(C=C2)Cl)Cl)C=CC(=C1Cl)OC (2,3-dichloro-4-methoxy-3',4'-dichlorobenzophenone), [Al+3].[Cl-].[Cl-].[Cl-] (AlCl3), Cl (HCl), ice. Solvent: C1=CC=CC=C1 (benzene). Product: ClC1=C(C(=O)C2=CC(=C(C=C2)Cl)Cl)C=CC(=C1Cl)O (2,3-dichloro-4-hydroxy-3',4'-dichlorobenzophenone). RXN SMILES: [Cl:1][C:2]1[C:17]([Cl:18])=[C:16]([O:19]C)[CH:15]=[CH:14][C:3]=1[C:4]([C:6]1[CH:11]=[CH:10][C:9]([Cl:12])=[C:8]([Cl:13])[CH:7]=1)=[O:5].[Al+3].[Cl-].[Cl-].[Cl-].Cl.C(OC(=O)C)C>C1C=CC=CC=1>[Cl:1][C:2]1[C:17]([Cl:18])=[C:16]([OH:19])[CH:15]=[CH:14][C:3]=1[C:4]([C:6]1[CH:11]=[CH:10][C:9]([Cl:12])=[C:8]([Cl:13])[CH:7]=1)=[O:5] |f:1.2.3.4|. Procedure: A mixture of 53 g of 2,3-dichloro-4-methoxy-3',4'-dichlorobenzophenone and 40 g AlCl3 in 400 ml of benzene is refluxed for five hours and then cooled to room temperature and maintained there for about 18 hours. The mixture is then poured over 200 ml of concentrated HCl and 200 ml of ice and then stirred at room temperature for one half hour. Ethylacetate is added to the mixture and the ethyl acetate/benzene layer is washed with water, dried over Na2SO4 and then evaporated to yield 2,3-dichloro-4... Reactants: C([O-])(O)=O.[Na+] (sodium bicarbonate), ICC1NC2=CC=CC=C2C1 (2-iodomethylindoline), [C-]#N.[K+] (KCN), [C-]#N.[K+] (KCN). Run in CN(C)C=O (DMF). Reaction conditions: temperature 80 celsius, time 5 hour. Yields the product C(#N)CC1NC2=CC=CC=C2C1 (2-cyanomethylindoline). Yield: 37.0%. As a reaction SMILES: I[CH2:2][CH:3]1[CH2:11][C:10]2[C:5](=[CH:6][CH:7]=[CH:8][CH:9]=2)[NH:4]1.[C-:12]#[N:13].[K+].C(=O)(O)[O-].[Na+]>CN(C=O)C>[C:12]([CH2:2][CH:3]1[CH2:11][C:10]2[C:5](=[CH:6][CH:7]=[CH:8][CH:9]=2)[NH:4]1)#[N:13] |f:1.2,3.4|. Reported procedure: To a mixture of 2-hydroxymethylindoline (7.77 g, 52.08 mmol), imidazole (8.86g, 130.2 mmol), triphenylphosphine (34.15 g, 130.2 mmol)in toluene (500 mL) was added iodine (26.44 g, 104.16 mmol) in acetonitrile (100 mL) at 0° C. The mixture was stirred for 10 min and water was added. The organic layer was separated, washed with brine, dried over magnesium sulfate, and concentrated. The residue was triturated with diethyl ether and insoluble solids were removed by filtration. The filtrate was conce... The reactants are CCO, CCCn1nc2c(N)nc3ccccc3c2c1CC(C)(C)C#N, [NH4+], [OH-], O, OO. Product: CCCn1nc2c(N)nc3ccccc3c2c1CC(C)(C)C(N)=O. Reaction SMILES: [CH3:24][CH2:25][OH:26].[NH2:1][c:2]1[n:3][c:4]2[cH:5][cH:6][cH:7][cH:8][c:9]2[c:10]2[c:11]1[n:12][n:13]([CH2:21][CH2:22][CH3:23])[c:14]2[CH2:15][C:16]([C:17]#[N:18])([CH3:19])[CH3:20].[NH4+:27].[OH-:28].[OH2:31].[OH:29][OH:30]>>[NH2:1][c:2]1[n:3][c:4]2[cH:5][cH:6][cH:7][cH:8][c:9]2[c:10]2[c:11]1[n:12][n:13]([CH2:21][CH2:22][CH3:23])[c:14]2[CH2:15][C:16]([C:17]([NH2:18])=[O:26])([CH3:19])[CH3:20]. Reactants: ClC1=NC(=CC2=CC=CC=C12)NC1=NNC(=C1)C ((1-chloro-isoquinolin-3-yl)-(5-methyl-1H-pyrazol-3-yl)-amine), C(C)(=O)C=1C=C(C=CC1)B(O)O (3-acetyl-phenylboronic acid). The product is CC1=CC(=NN1)NC=1N=C(C2=CC=CC=C2C1)C=1C=C(C=CC1)C(C)=O (1-{3-[3-(5-methyl-1H-pyrazol-3-ylamino)-isoquinolin-1-yl]-phenyl}-ethanone). RXN SMILES: Cl[C:2]1[C:11]2[C:6](=[CH:7][CH:8]=[CH:9][CH:10]=2)[CH:5]=[C:4]([NH:12][C:13]2[CH:17]=[C:16]([CH3:18])[NH:15][N:14]=2)[N:3]=1.[C:19]([C:22]1[CH:23]=[C:24](B(O)O)[CH:25]=[CH:26][CH:27]=1)(=[O:21])[CH3:20]>>[CH3:18][C:16]1[NH:15][N:14]=[C:13]([NH:12][C:4]2[N:3]=[C:2]([C:26]3[CH:27]=[C:22]([C:19](=[O:21])[CH3:20])[CH:23]=[CH:24][CH:25]=3)[C:11]3[C:6]([CH:5]=2)=[CH:7][CH:8]=[CH:9][CH:10]=3)[CH:17]=1. Procedure details: Similar procedure as described in example 131 was used, starting from (1-chloro-isoquinolin-3-yl)-(5-methyl-1H-pyrazol-3-yl)-amine and 3-acetyl-phenylboronic acid to give 1-{3-[3-(5-methyl-1H-pyrazol-3-ylamino)-isoquinolin-1-yl]-phenyl}-ethanone. LC-MS m/e 343(MH+). The reactants are C(C)OC(=O)C=1OC2=C(C1C)C(=CC=C2)OCCOS(=O)(=O)C (4-(2-Methanesulfonyloxy-ethoxy)-3-methyl-benzofuran-2-carboxylic acid ethyl ester), C(C)(C)(C)N (tert-butylamine). Solvent: C1CCOC1 (THF), C(C)(=O)OCC (ethyl acetate). Reaction conditions: temperature 60 celsius, time 8 hour. Yields the product C(C)OC(=O)C=1OC2=C(C1C)C(=CC=C2)OCCNC(C)(C)C (4-(2-tert-butylamino-ethoxy)-3-methyl-benzofuran-2-carboxylic acid ethyl ester). As a reaction SMILES: [CH2:1]([O:3][C:4]([C:6]1[O:7][C:8]2[CH:15]=[CH:14][CH:13]=[C:12]([O:16][CH2:17][CH2:18]OS(C)(=O)=O)[C:9]=2[C:10]=1[CH3:11])=[O:5])[CH3:2].[C:24]([NH2:28])([CH3:27])([CH3:26])[CH3:25]>C1COCC1.C(OCC)(=O)C>[CH2:1]([O:3][C:4]([C:6]1[O:7][C:8]2[CH:15]=[CH:14][CH:13]=[C:12]([O:16][CH2:17][CH2:18][NH:28][C:24]([CH3:27])([CH3:26])[CH3:25])[C:9]=2[C:10]=1[CH3:11])=[O:5])[CH3:2]. Procedure: 4-(2-Methanesulfonyloxy-ethoxy)-3-methyl-benzofuran-2-carboxylic acid ethyl ester (20 mg) and tert-butylamine (0.3 ml) were dissolved in THF (2 ml) and stirred overnight at 60° C. The reaction mixture was dissolved in ethyl acetate and washed with saturated ammonium chloride solution and water. The organic solvent was dried over anhydrous sodium sulfate and evaporated to dryness. The residue was purified by preparative thin layer chromatography (using dichloromethane:MeOH=10:1 as a developing so...